Task: describe an organic reaction: reactants, conditions, products, and yield. Dataset: the Open Reaction Database (ORD), a public repository of structured organic reaction records Reactants: IC=1C(=C2C=CN3C2=C(C1)CNCC3=O)C (6-iodo-7-methyl-3,4-dihydro-2H-[1,4]diazepino[6,7,1-hi]indol-1-one), FC(C=1C=C(C=CC1)B(O)O)(F)F (3-trifluoromethylphenylboronic acid). Run at time 2 minute. Yields the product FC(C=1C=C(C=CC1)C=1C(=C2C=CN3C2=C(C1)CNCC3=O)C)(F)F (6-(3-Trifluoromethyl-phenyl)-7-methyl-3,4-dihydro-2H-[1,4]diazepino[6,7,1-hi]indol-1-one). Isolated yield 81.0%. As a reaction SMILES: I[C:2]1[C:3]([CH3:16])=[C:4]2[C:8]3=[C:9]([CH2:11][NH:12][CH2:13][C:14](=[O:15])[N:7]3[CH:6]=[CH:5]2)[CH:10]=1.[F:17][C:18]([F:29])([F:28])[C:19]1[CH:20]=[C:21](B(O)O)[CH:22]=[CH:23][CH:24]=1>>[F:17][C:18]([F:29])([F:28])[C:19]1[CH:24]=[C:23]([C:2]2[C:3]([CH3:16])=[C:4]3[C:8]4=[C:9]([CH2:11][NH:12][CH2:13][C:14](=[O:15])[N:7]4[CH:6]=[CH:5]3)[CH:10]=2)[CH:22]=[CH:21][CH:20]=1. Procedure details: Using the procedure described in Example 50(b), the title compound was synthesized from 6-iodo-7-methyl-3,4-dihydro-2H-[1,4]diazepino[6,7,1-hi]indol-1-one (Example 50(a)) and 3-trifluoromethylphenylboronic acid in 81% yield after purification by preparative HPLC. A gradient mobile phase, starting with 90% 0.1M NH4OAc, 10% CH3CN up to 2 min, then reaching 100% CH3CN after 22 min, was used. Rt=17.59 min. The title compound was obtained in the form of a white solid: 1H NMR (DMSO-d6) δ 2.25 (s, 3H),... Starting materials: O=C(n1ccnc1)n1ccnc1, CCCNCCC, CC(C(=O)O)n1c(-c2ccc(Cl)cc2)nc2cccnc21, C1CCOC1. The product is CCCN(CCC)C(=O)C(C)n1c(-c2ccc(Cl)cc2)nc2cccnc21. As a reaction SMILES: [C:22]([n:23]1[cH:24][cH:25][n:26][cH:27]1)([n:28]1[cH:29][cH:30][n:31][cH:32]1)=[O:33].[CH2:34]([CH2:35][CH3:36])[NH:37][CH2:38][CH2:39][CH3:40].[Cl:1][c:2]1[cH:3][cH:4][c:5](-[c:8]2[n:9][c:10]3[c:11]([n:12][cH:13][cH:14][cH:15]3)[n:16]2[CH:17]([C:18](=[O:19])[OH:20])[CH3:21])[cH:6][cH:7]1.[O:41]1[CH2:42][CH2:43][CH2:44][CH2:45]1>>[Cl:1][c:2]1[cH:3][cH:4][c:5](-[c:8]2[n:9][c:10]3[c:11]([n:12][cH:13][cH:14][cH:15]3)[n:16]2[CH:17]([C:18](=[O:20])[N:37]([CH2:34][CH2:35][CH3:36])[CH2:38][CH2:39][CH3:40])[CH3:21])[cH:6][cH:7]1. The reactants are CCCC(CC)n1cc(-c2ncnc3c2ccn3S(=O)(=O)c2ccc(C)cc2)cn1, [Na+], [OH-]. Product: CCCC(CC)n1cc(-c2ncnc3[nH]ccc23)cn1. Reaction SMILES: [CH3:1][CH2:2][CH:3]([CH2:4][CH2:5][CH3:6])[n:7]1[n:8][cH:9][c:10](-[c:12]2[c:13]3[c:14]([n:15][cH:16][n:17]2)[n:18]([S:21]([c:22]2[cH:23][cH:24][c:25]([CH3:26])[cH:27][cH:28]2)(=[O:29])=[O:30])[cH:19][cH:20]3)[cH:11]1.[Na+:32].[OH-:31]>>[CH3:1][CH2:2][CH:3]([CH2:4][CH2:5][CH3:6])[n:7]1[n:8][cH:9][c:10](-[c:12]2[c:13]3[c:14]([n:15][cH:16][n:17]2)[nH:18][cH:19][cH:20]3)[cH:11]1. Reactants: ClC=1C=C(C=CC1F)NC1=NC=NC2=CC(=C(C=C12)[N+](=O)[O-])OCC(F)F ((3-Chloro-4-fluoro-phenyl)-[7-(2,2-difluoro-ethoxy)-6-nitro-quinazolin-4-yl]-amine). Reagents/catalysts: [Ni] (Raney nickel). Run in C1CCOC1 (THF). Yields the product ClC=1C=C(C=CC1F)NC1=NC=NC2=CC(=C(C=C12)N)OCC(F)F (N4-(3-Chloro-4-fluoro-phenyl)-7-(2,2-difluoro-ethoxy)-quinazoline-4,6-diamine). Reaction SMILES: [Cl:1][C:2]1[CH:3]=[C:4]([NH:9][C:10]2[C:19]3[C:14](=[CH:15][C:16]([O:23][CH2:24][CH:25]([F:27])[F:26])=[C:17]([N+:20]([O-])=O)[CH:18]=3)[N:13]=[CH:12][N:11]=2)[CH:5]=[CH:6][C:7]=1[F:8]>C1COCC1.[Ni]>[Cl:1][C:2]1[CH:3]=[C:4]([NH:9][C:10]2[C:19]3[C:14](=[CH:15][C:16]([O:23][CH2:24][CH:25]([F:27])[F:26])=[C:17]([NH2:20])[CH:18]=3)[N:13]=[CH:12][N:11]=2)[CH:5]=[CH:6][C:7]=1[F:8]. Reported procedure: The crude (3-Chloro-4-fluoro-phenyl)-[7-(2,2-difluoro-ethoxy)-6-nitro-quinazolin-4-yl]-amine was dissolved in THF and reduced using Raney nickel catalyst to yield N4-(3-Chloro-4-fluoro-phenyl)-7-(2,2-difluoro-ethoxy)-quinazoline-4,6-diamine. Starting materials: [N+](=O)([O-])C=1C=C(C=CC1)CC(=O)Cl (2-(3-nitrophenyl)acetyl chloride), N1(CCNCC1)C(=O)OC(C)(C)C (tert-butyl piperazine-1-carboxylate). The solvent is C(Cl)Cl (CH2Cl2), C(=O)(O)[O-].[Na+] (NaHCO3). Reaction conditions: time 1 hour. The product is [N+](=O)([O-])C=1C=C(C=CC1)CC(=O)N1CCNCC1 (2-(3-nitrophenyl)-1-(piperazin-1-yl)ethanone). As a reaction SMILES: [N+:1]([C:4]1[CH:5]=[C:6]([CH2:10][C:11](Cl)=[O:12])[CH:7]=[CH:8][CH:9]=1)([O-:3])=[O:2].[N:14]1(C(OC(C)(C)C)=O)[CH2:19][CH2:18][NH:17][CH2:16][CH2:15]1>C(Cl)Cl.C([O-])(O)=O.[Na+]>[N+:1]([C:4]1[CH:5]=[C:6]([CH2:10][C:11]([N:14]2[CH2:19][CH2:18][NH:17][CH2:16][CH2:15]2)=[O:12])[CH:7]=[CH:8][CH:9]=1)([O-:3])=[O:2] |f:3.4|. Procedure: 2-(3-nitrophenyl)acetyl chloride (0.20 ml, 1.0 mmol.) was added to a vigorously stirred mixture of tert-butyl piperazine-1-carboxylate (0.19 g, 1.0 mmol.) in CH2Cl2 (2 ml) and sat. aq. NaHCO3 (1 ml). The reaction was stirred for 1 hour; then the organic layer was separated, filtered through a plug of MgSO4, and concentrated under vacuum. The residue was treated with TFA in CH2Cl2 to remove the Boc group to give 2-(3-nitrophenyl)-1-(piperazin-1-yl)ethanone, which was carried on crude. Starting materials: C(C)(=O)[O-].[NH4+] (ammonium acetate), FC1=CC=C(C=C1)N(C(C=C)=O)C=1OC(=NN1)\C=C\C1=CC(=C(C=C1)N1C=NC(=C1)C)OC (N-(4-fluorophenyl)-N-{5-{(E)-2-[3-methoxy-4-(4-methyl-1H-imidazol-1-yl)phenyl]vinyl}-[1,3,4]oxadiazol-2-yl}acrylamide). Solvent: C(C)(=O)O (Acetic acid). Reaction conditions: temperature 150 celsius, time 6 hour. Yields the product FC1=CC=C(C=C1)N1C=2N(CCC1=O)C(=NN2)\C=C\C2=CC(=C(C=C2)N2C=NC(=C2)C)OC (8-(4-fluorophenyl)-3-{(E)-2-[3-methoxy-4-(4-methyl-1H-imidazol-1-yl)phenyl]vinyl}-5,6-dihydro-8H-[1,2,4]triazolo[4,3-a]pyrimidin-7-one). The yield is 4.6%. Reaction SMILES: C([O-])(=O)C.[NH4+:5].[F:6][C:7]1[CH:12]=[CH:11][C:10]([N:13]([C:18]2O[C:20](/[CH:23]=[CH:24]/[C:25]3[CH:30]=[CH:29][C:28]([N:31]4[CH:35]=[C:34]([CH3:36])[N:33]=[CH:32]4)=[C:27]([O:37][CH3:38])[CH:26]=3)=[N:21][N:22]=2)[C:14](=[O:17])[CH:15]=[CH2:16])=[CH:9][CH:8]=1>C(O)(=O)C>[F:6][C:7]1[CH:12]=[CH:11][C:10]([N:13]2[C:14](=[O:17])[CH2:15][CH2:16][N:5]3[C:20](/[CH:23]=[CH:24]/[C:25]4[CH:30]=[CH:29][C:28]([N:31]5[CH:35]=[C:34]([CH3:36])[N:33]=[CH:32]5)=[C:27]([O:37][CH3:38])[CH:26]=4)=[N:21][N:22]=[C:18]23)=[CH:9][CH:8]=1 |f:0.1|. Procedure: Acetic acid (1 mL) and ammonium acetate (0.11 g) were added to N-(4-fluorophenyl)-N-{5-{(E)-2-[3-methoxy-4-(4-methyl-1H-imidazol-1-yl)phenyl]vinyl}-[1,3,4]oxadiazol-2-yl}acrylamide (22 mg), and the reaction solution was stirred at 150° C. for six hours. The reaction solution was left to cool to room temperature and then concentrated under reduced pressure. A saturated sodium bicarbonate solution was added to the resulting residue, followed by extraction with chloroform. The resulting extract was... The reactants are [Al+3], CCOc1ccc([Si](C)(C)Cl)cc1, CCOCC, [H-], [H-], [H-], [H-], [Li+], O=S(=O)(O)O. The product is CCOc1ccc([SiH](C)C)cc1. As a reaction SMILES: [Al+3:15].[CH3:1][Si:2]([Cl:3])([c:4]1[cH:5][cH:6][c:7]([O:10][CH2:11][CH3:12])[cH:8][cH:9]1)[CH3:13].[CH3:25][CH2:26][O:27][CH2:28][CH3:29].[H-:14].[H-:17].[H-:18].[H-:19].[Li+:16].[S:20](=[O:21])(=[O:22])([OH:23])[OH:24]>>[CH3:1][SiH:2]([c:4]1[cH:5][cH:6][c:7]([O:10][CH2:11][CH3:12])[cH:8][cH:9]1)[CH3:13]. The reactants are ClC1=CC=NC=C1C(=O)O (4-chloronicotinic acid), C(=O)(N1C=NC=C1)N1C=NC=C1 (1,1′-carbonyldiimidazole), N1CCOCC1 (morpholine). Solvent: C1CCOC1 (THF), ClCCl (dichloromethane). Run at time 90 minute. The product is ClC1=C(C=NC=C1)C(=O)N1CCOCC1 ((4-Chloro-pyridin-3-yl)-morpholin-4-yl-methanone). The yield is 86.0%. Reaction SMILES: [Cl:1][C:2]1[C:7]([C:8]([OH:10])=O)=[CH:6][N:5]=[CH:4][CH:3]=1.C(N1C=CN=C1)(N1C=CN=C1)=O.[NH:23]1[CH2:28][CH2:27][O:26][CH2:25][CH2:24]1>C1COCC1.ClCCl>[Cl:1][C:2]1[CH:3]=[CH:4][N:5]=[CH:6][C:7]=1[C:8]([N:23]1[CH2:28][CH2:27][O:26][CH2:25][CH2:24]1)=[O:10]. Procedure: Combine 4-chloronicotinic acid (0.10 g, 6.0 mmol) and 1,1′-carbonyldiimidazole (0.97 g, 6.0 mmol) in dry THF (15 mL). Stir at room temperature under nitrogen for 90 min. Add morpholine (1.58 mL, 18.0 mmol) and stir at room temperature under nitrogen for 15 hours. Dilute with dichloromethane, wash with saturated aqueous sodium hydrogen carbonate solution, and saturated aqueous sodium chloride. Separate the layers and dry the organic layer over magnesium sulfate. Concentrate in vacuo. Purify the c... Starting materials: CN1CCCN=C1S, CO, [I-], I, [K+], O, c1ccc2[nH]ccc2c1. Yields the product I, CN1CCCN=C1Sc1c[nH]c2ccccc12. Reaction SMILES: [CH3:13][N:14]1[C:15]([SH:20])=[N:16][CH2:17][CH2:18][CH2:19]1.[CH3:21][OH:22].[I-:11].[I:12].[K+:10].[OH2:23].[nH:1]1[cH:2][cH:3][c:4]2[cH:5][cH:6][cH:7][cH:8][c:9]12>>[IH:11].[nH:1]1[cH:2][c:3]([S:20][C:15]2=[N:16][CH2:17][CH2:18][CH2:19][N:14]2[CH3:13])[c:4]2[cH:5][cH:6][cH:7][cH:8][c:9]12. Reactants: C(C)C(COC1=CC=C(C=C1)C1=NC(=NC(=N1)C1=CC=C(C=C1)OCC(CCCC)CC)O)CCCC (4,6-bis[4-(2-ethylhexyloxy)phenyl]-s-triazin-2-ol), Cl (hydrochloric acid), S(=O)(Cl)Cl (thionyl chloride), C1(O)=CC(O)=CC=C1 (resorcinol). The solvent is C=1(C(=CC=CC1)C)C (xylene), CN(C=O)C (dimethylformamide). Reaction conditions: time 15 minute. Product: C(C)C(COC1=CC=C(C=C1)C1=NC(=NC(=N1)C1=CC=C(C=C1)OCC(CCCC)CC)C1=C(C=C(C=C1)O)O)CCCC (4-{4,6-bis[4-(2-ethylhexyloxy)phenyl]-s-triazin-2-yl}-1,3-dihydroxybenzene). Isolated yield 51.1%. Reaction SMILES: [CH2:1]([CH:3]([CH2:34][CH2:35][CH2:36][CH3:37])[CH2:4][O:5][C:6]1[CH:11]=[CH:10][C:9]([C:12]2[N:17]=[C:16]([C:18]3[CH:23]=[CH:22][C:21]([O:24][CH2:25][CH:26]([CH2:31][CH3:32])[CH2:27][CH2:28][CH2:29][CH3:30])=[CH:20][CH:19]=3)[N:15]=[C:14](O)[N:13]=2)=[CH:8][CH:7]=1)[CH3:2].S(Cl)(Cl)=O.[C:42]1([CH:49]=[CH:48][CH:47]=[C:45]([OH:46])[CH:44]=1)[OH:43].Cl>C1(C)C(C)=CC=CC=1.CN(C)C=O>[CH2:1]([CH:3]([CH2:34][CH2:35][CH2:36][CH3:37])[CH2:4][O:5][C:6]1[CH:7]=[CH:8][C:9]([C:12]2[N:17]=[C:16]([C:18]3[CH:19]=[CH:20][C:21]([O:24][CH2:25][CH:26]([CH2:31][CH3:32])[CH2:27][CH2:28][CH2:29][CH3:30])=[CH:22][CH:23]=3)[N:15]=[C:14]([C:47]3[CH:48]=[CH:49][C:42]([OH:43])=[CH:44][C:45]=3[OH:46])[N:13]=2)=[CH:10][CH:11]=1)[CH3:2]. Reported procedure: 55.6 g (0.11 mol) of 4,6-bis[4-(2-ethylhexyloxy)phenyl]-s-triazin-2-ol in 300 ml of xylene, to which 1 ml of dimethylformamide has been added, are placed in a 1.5 l sulfonating flask fitted with stirrer, cooler, internal thermometer, dropping funnel and gas outlet. 17.0 g (0.14 mol) of thionyl chloride are added dropwise at an internal temperature of 75-80 C. with vigorous stirring over the course of 15 minutes. After the evolution of gas has subsided, the temperature is raised to 100 C. The rea...